Dataset: the Open Reaction Database (ORD), a public repository of structured organic reaction records. Task: describe an organic reaction: reactants, conditions, products, and yield Reactants: NC=1C=C(C=C(C1)C(F)(F)F)/C=C/N1C(C2=CC=CC=C2C1=O)=O (2-{(E)-2-[3-amino-5-(trifluoromethyl)phenyl]vinyl}-1H-isoindole-1,3(2H)-dione), [H][H] (hydrogen). The reagents and catalysts are [Pd] (Pd/C). The solvent is C1CCOC1 (THF). Yields the product C1(NC(C2=CC=CC=C12)=O)=O (1H-isoindole-1,3(2H)-dione). The yield is 41.4%. As a reaction SMILES: NC1C=C(/C=C/[N:14]2[C:22](=[O:23])[C:21]3[C:16](=[CH:17][CH:18]=[CH:19][CH:20]=3)[C:15]2=[O:24])C=C(C(F)(F)F)C=1.[H][H]>[Pd].C1COCC1>[C:15]1(=[O:24])[C:16]2[C:21](=[CH:20][CH:19]=[CH:18][CH:17]=2)[C:22](=[O:23])[NH:14]1. Procedure: A slurry of 2-{(E)-2-[3-amino-5-(trifluoromethyl)phenyl]vinyl}-1H-isoindole-1,3(2H)-dione (1.99 g, 5.98 nunol) and Pd/C (0.20 g, 10% by weight) in ETOH (123 mL) and THF (88 mL) was allowed to stir under 50 psi of hydrogen at rt until reaction was judged to be complete. The mixture was filtered through Celite and concentrated. The residue was purified by column chromatography to give 2-12-[3-amino-5-(trifluoromethyl)phenyl]ethyl)-1H-isoindole-1,3(2H)-dione (365 mg, 16% yield). LCMS: (FA) ES+ 335. The reactants are CN(N=C(C1=C(C=CC=C1F)Cl)Cl)S(=O)(=O)C1=CC=CC=C1 (N-methyl-N-(benzenesulfonyl)-2-chloro-6-fluorobenzohydrazonoyl chloride), ClC1=C(C#N)C=CC(=C1)CCCCCCCCCCCC (2-chloro-4-dodecylbenzonitrile), [Cl-].[Al+3].[Cl-].[Cl-] (aluminum chloride), ClC1=C(C=CC=C1)Cl (o-dichlorobenzene). Solvent: C(Cl)(Cl)Cl (chloroform). Product: ClC1=C(C(=CC=C1)F)C1=NN(C(=N1)C1=C(C=C(C=C1)CCCCCCCCCCCC)Cl)C (3-(2-chloro-6-fluorophenyl)-5-(2-chloro-4-dodecylphenyl) 1-methyl-1H-1,2,4-triazol). Procedure details: A mixture of N-methyl-N-(benzenesulfonyl)-2-chloro-6-fluorobenzohydrazonoyl chloride (1.50 g), 2-chloro-4-dodecylbenzonitrile (1.20 g), anhydrous aluminum chloride (0.60 g) and o-dichlorobenzene (5 ml) is stirred at an oil bath temperature of 140° C. for 30 minutes. After cooling, the reaction mixture is dissolved in chloroform (100 ml), washed with dilute hydrochloric acid, dilute aqueous solution of sodium hydroxide and saline in this order, dried over anhydrous magnesium sulfate and concentra... Isolated yield 41.6%. As a reaction SMILES: [CH3:1][N:2](S(C1C=CC=CC=1)(=O)=O)[N:3]=[C:4](Cl)[C:5]1[C:10]([F:11])=[CH:9][CH:8]=[CH:7][C:6]=1[Cl:12].[Cl:23][C:24]1[CH:31]=[C:30]([CH2:32][CH2:33][CH2:34][CH2:35][CH2:36][CH2:37][CH2:38][CH2:39][CH2:40][CH2:41][CH2:42][CH3:43])[CH:29]=[CH:28][C:25]=1[C:26]#[N:27].[Cl-].[Al+3].[Cl-].[Cl-].ClC1C=CC=CC=1Cl>C(Cl)(Cl)Cl>[Cl:12][C:6]1[CH:7]=[CH:8][CH:9]=[C:10]([F:11])[C:5]=1[C:4]1[N:27]=[C:26]([C:25]2[CH:28]=[CH:29][C:30]([CH2:32][CH2:33][CH2:34][CH2:35][CH2:36][CH2:37][CH2:38][CH2:39][CH2:40][CH2:41][CH2:42][CH3:43])=[CH:31][C:24]=2[Cl:23])[N:2]([CH3:1])[N:3]=1 |f:2.3.4.5|. Conditions: temperature 140 celsius, time 30 minute.